This data is from the Open Reaction Database (ORD), a public repository of structured organic reaction records. The task is: describe an organic reaction: reactants, conditions, products, and yield The reactants are Brc1cccc(Br)n1, [Li]CCCC, CNC, CCOCC, ClCCl, O=S=O, O=S(=O)(Cl)Cl. The product is CN(C)S(=O)(=O)c1cccc(Br)n1. As a reaction SMILES: [Br:1][c:2]1[n:3][c:4]([Br:8])[cH:5][cH:6][cH:7]1.[CH2:9]([Li:10])[CH2:11][CH2:12][CH3:13].[CH3:22][NH:23][CH3:24].[CH3:25][CH2:26][O:27][CH2:28][CH3:29].[Cl:30][CH2:31][Cl:32].[O:14]=[S:15]=[O:16].[S:17]([Cl:18])([Cl:19])(=[O:20])=[O:21]>>[Br:1][c:2]1[n:3][c:4]([S:15](=[O:14])(=[O:16])[N:23]([CH3:22])[CH3:24])[cH:5][cH:6][cH:7]1. Reactants: S(O)(O)(=O)=O (sulphuric acid), C(C(=O)C)C1=CC=C(C=C1)C(C(C(=O)OC)Br)Br (methyl 3-(4-acetonylphenyl)-2,3-dibromopropionate), ethylene ketal, Cl.NO (hydroxylamine hydrochloride), [OH-].[K+] (potassium hydroxide). Run in O (water), CO (methanol), CO (methanol). Product: C(C(=O)C)C1=CC=C(C=C1)C1=CC(=NO1)O (5-(4-acetonylphenyl)-3-hydroxyisoxazole). As a reaction SMILES: [CH2:1]([C:5]1[CH:10]=[CH:9][C:8]([CH:11](Br)[CH:12](Br)[C:13]([O:15]C)=O)=[CH:7][CH:6]=1)[C:2]([CH3:4])=[O:3].Cl.[NH2:20][OH:21].[OH-].[K+].S(=O)(=O)(O)O>CO.O>[CH2:1]([C:5]1[CH:10]=[CH:9][C:8]([C:11]2[O:21][N:20]=[C:13]([OH:15])[CH:12]=2)=[CH:7][CH:6]=1)[C:2]([CH3:4])=[O:3] |f:1.2,3.4|. Reported procedure: A solution of methyl 3-(4-acetonylphenyl)-2,3-dibromopropionate, ethylene ketal (4.2 g) in methanol (25 ml) was added dropwise to a stirred mixture of hydroxylamine hydrochloride (0.86 g) and potassium hydroxide (3.9 g) in methanol: water (150 ml) at ambient temperature and stirred for 1 h. The reaction mixture was then heated under reflux for 7 h, cooled, acidified with sulphuric acid (50%), filtered, and the solvent removed under reduced pressure. The residue was partitioned between ethylaceta... The reactants are COc1ccc(C)c(NC(=O)NC(C)(C)c2ccccc2)c1, c1ccncc1. Product: COc1ccc(C)c(N=C=NC(C)(C)c2ccccc2)c1. Reaction SMILES: [CH3:1][O:2][c:3]1[cH:4][c:5]([NH:10][C:11](=[O:12])[NH:13][C:14]([CH3:15])([CH3:16])[c:17]2[cH:18][cH:19][cH:20][cH:21][cH:22]2)[c:6]([CH3:9])[cH:7][cH:8]1.[cH:23]1[cH:24][cH:25][n:26][cH:27][cH:28]1>>[CH3:1][O:2][c:3]1[cH:4][c:5]([N:10]=[C:11]=[N:13][C:14]([CH3:15])([CH3:16])[c:17]2[cH:18][cH:19][cH:20][cH:21][cH:22]2)[c:6]([CH3:9])[cH:7][cH:8]1.